From a dataset of the Open Reaction Database (ORD), a public repository of structured organic reaction records. describe an organic reaction: reactants, conditions, products, and yield The reactants are [H-].[Na+] (sodium hydride), ClC1=CC=C(C(=O)C2=CC=C(CBr)C=C2)C=C1 (4-(4-chlorobenzoyl)benzyl bromide), O (water), COC=1C2=C(N=C(N1)SC)NC=C2C (4-methoxy-5-methyl-2-methylthio-7H-pyrrolo[2,3-d]pyrimidine). The solvent is CN(C)C=O (DMF), CN(C)C=O (DMF). The product is ClC1=CC=C(C(=O)C2=CC=C(CN3C=C(C4=C3N=C(N=C4OC)SC)C)C=C2)C=C1 (7-[4-(4-Chlorobenzoyl)benzyl]-4-methoxy-5-methyl-2-methylthio-7H-pyrrolo[2,3-d]pyrimidine). Isolated yield 54.2%. Reaction SMILES: [H-].[Na+].[CH3:3][O:4][C:5]1[C:6]2[C:15]([CH3:16])=[CH:14][NH:13][C:7]=2[N:8]=[C:9]([S:11][CH3:12])[N:10]=1.[Cl:17][C:18]1[CH:33]=[CH:32][C:21]([C:22]([C:24]2[CH:31]=[CH:30][C:27]([CH2:28]Br)=[CH:26][CH:25]=2)=[O:23])=[CH:20][CH:19]=1.O>CN(C=O)C>[Cl:17][C:18]1[CH:19]=[CH:20][C:21]([C:22]([C:24]2[CH:31]=[CH:30][C:27]([CH2:28][N:13]3[C:7]4[N:8]=[C:9]([S:11][CH3:12])[N:10]=[C:5]([O:4][CH3:3])[C:6]=4[C:15]([CH3:16])=[CH:14]3)=[CH:26][CH:25]=2)=[O:23])=[CH:32][CH:33]=1 |f:0.1|. Procedure: In an argon gas stream, 60% sodium hydride-oil (220 mg) was suspended in anhydrous DMF (5 ml) and a powder of 4-methoxy-5-methyl-2-methylthio-7H-pyrrolo[2,3-d]pyrimidine (1.05 g) was added in small portions with ice-cooling and stirring. After completion of addition, the mixture was stirred for 30 minutes and then a solution of 4-(4-chlorobenzoyl)benzyl bromide (1.63 g) in DMF (5 ml) was added. Then, at room temperature, the mixture was stirred for 2 hours. To this reaction mixture was added wat...